This data is from the Open Reaction Database (ORD), a public repository of structured organic reaction records. The task is: describe an organic reaction: reactants, conditions, products, and yield Reactants: N(NC(=O)OC(C)(C)C)C(=O)OC(C)(C)C (di-tert-butyl hydrazine-1,2-dicarboxylate), Cl (HCl), O1CCOCC1 (dioxane), N(NC(=O)OC(C)(C)C)C(=O)OC(C)(C)C (di-tert-butyl hydrazine-1,2-dicarboxylate), [Si](C1=CC=CC=C1)(C1=CC=CC=C1)(C(C)(C)C)OCC=1C=C(CN2C(=CC3=NC(=CC=C32)Cl)C3=CC=NN3C3OCCCC3)C=C(C1)Cl (1-[3-({[tert-Butyl(diphenyl)silyl]oxy}methyl)-5-chlorobenzyl]-5-chloro-2-[1-(tetrahydro-2H-pyran-2-yl)-1H-pyrazol-5-yl]-1H-pyrrolo[3,2-b]pyridine), N(NC(=O)OC(C)(C)C)C(=O)OC(C)(C)C (di-tert-butyl hydrazine-1,2-dicarboxylate), C(=O)([O-])[O-].[Cs+].[Cs+] (Cs2CO3). Reagents/catalysts: C1(CCCCC1)P(C1=C(C=CC=C1)C1=C(C=C(C=C1C(C)C)C(C)C)C(C)C)C1CCCCC1.NC1=C(C=CC=C1)C1=C(C=CC=C1)[Pd]Cl (dicyclohexyl(2′,4′,6′-triisopropylbiphenyl-2-yl)phosphine (2′-aminobiphenyl-2-yl)(chloro)palladium), C1(CCCCC1)P(C1=C(C=CC=C1)C1=C(C=C(C=C1C(C)C)C(C)C)C(C)C)C1CCCCC1.NC1=C(C=CC=C1)C1=C(C=CC=C1)[Pd]Cl (dicyclohexyl(2′,4′,6′-triisopropylbiphenyl-2-yl)phosphine (2′-aminobiphenyl-2-yl)(chloro)palladium). The solvent is C(Cl)Cl (DCM), C1(=CC=CC=C1)C (toluene), C(Cl)Cl (DCM). Reaction conditions: temperature 140 celsius, time 1 hour. Yields the product [Si](C1=CC=CC=C1)(C1=CC=CC=C1)(C(C)(C)C)OCC=1C=C(CN2C(=CC3=NC(=CC=C32)N(NC(=O)OC(C)(C)C)C(=O)OC(C)(C)C)C3=NNC=C3)C=C(C1)Cl (Di-tert-butyl 1-[1-[3-({[tert-butyl(diphenyl)silyl]oxy}methyl)-5-chlorobenzyl]-2-(1H-pyrazol-3-yl)-1H-pyrrolo[3,2-b]pyridin-5-yl]hydrazine-1,2-dicarboxylate). Reaction SMILES: [Si:1]([O:18][CH2:19][C:20]1[CH:21]=[C:22]([CH:45]=[C:46]([Cl:48])[CH:47]=1)[CH2:23][N:24]1[C:32]2[C:27](=[N:28][C:29](Cl)=[CH:30][CH:31]=2)[CH:26]=[C:25]1[C:34]1[N:38](C2CCCCO2)[N:37]=[CH:36][CH:35]=1)([C:14]([CH3:17])([CH3:16])[CH3:15])([C:8]1[CH:13]=[CH:12][CH:11]=[CH:10][CH:9]=1)[C:2]1[CH:7]=[CH:6][CH:5]=[CH:4][CH:3]=1.[NH:49]([C:58]([O:60][C:61]([CH3:64])([CH3:63])[CH3:62])=[O:59])[NH:50][C:51]([O:53][C:54]([CH3:57])([CH3:56])[CH3:55])=[O:52].C([O-])([O-])=O.[Cs+].[Cs+].Cl.O1CCOCC1>C1(C)C=CC=CC=1.C(Cl)Cl.C1(P(C2CCCCC2)C2C=CC=CC=2C2C(C(C)C)=CC(C(C)C)=CC=2C(C)C)CCCCC1.NC1C=CC=CC=1C1C=CC=CC=1[Pd]Cl>[Si:1]([O:18][CH2:19][C:20]1[CH:21]=[C:22]([CH:45]=[C:46]([Cl:48])[CH:47]=1)[CH2:23][N:24]1[C:32]2[C:27](=[N:28][C:29]([N:49]([C:58]([O:60][C:61]([CH3:64])([CH3:63])[CH3:62])=[O:59])[NH:50][C:51]([O:53][C:54]([CH3:55])([CH3:56])[CH3:57])=[O:52])=[CH:30][CH:31]=2)[CH:26]=[C:25]1[C:34]1[CH:35]=[CH:36][NH:37][N:38]=1)([C:14]([CH3:16])([CH3:15])[CH3:17])([C:2]1[CH:3]=[CH:4][CH:5]=[CH:6][CH:7]=1)[C:8]1[CH:13]=[CH:12][CH:11]=[CH:10][CH:9]=1 |f:2.3.4,9.10|. Reported procedure: A mixture of 1-[3-({[tert-butyl(diphenyl)silyl]oxy}methyl)-5-chlorobenzyl]-5-chloro-2-[1-(tetrahydro-2H-pyran-2-yl)-1H-pyrazol-5-yl]-1H-pyrrolo[3,2-b]pyridine (2.7 g, 3.9 mmol, from Step 2), di-tert-butyl hydrazine-1,2-dicarboxylate (0.99 g, 4.3 mmol, Aldrich), Cs2CO3 (2.5 g, 7.8 mmol) and dicyclohexyl(2′,4′,6′-triisopropylbiphenyl-2-yl)phosphine-(2′-aminobiphenyl-2-yl)(chloro)palladium (1:1) (0.30 g, 0.39 mmol, Aldrich) in toluene (25 mL) was degassed and heated at 140° C. for 3 hours. Addition... Starting materials: CSC(SC)(SC)C(O)c1ccccc1-c1ccc2[nH]c(COc3ccc(C(F)(F)F)cc3)nc2c1, CO, O. As a reaction SMILES: [CH3:1][S:2][C:3]([CH:4]([OH:5])[c:6]1[c:7](-[c:12]2[cH:13][c:14]3[c:15]([nH:16][c:17]([CH2:19][O:20][c:21]4[cH:22][cH:23][c:24]([C:27]([F:28])([F:29])[F:30])[cH:25][cH:26]4)[n:18]3)[cH:31][cH:32]2)[cH:8][cH:9][cH:10][cH:11]1)([S:33][CH3:34])[S:35][CH3:36].[CH3:37][OH:38].[OH2:39]>>[C:3]([CH:4]([OH:5])[c:6]1[c:7](-[c:12]2[cH:13][c:14]3[c:15]([nH:16][c:17]([CH2:19][O:20][c:21]4[cH:22][cH:23][c:24]([C:27]([F:28])([F:29])[F:30])[cH:25][cH:26]4)[n:18]3)[cH:31][cH:32]2)[cH:8][cH:9][cH:10][cH:11]1)([O:38][CH3:37])=[O:39]. Product: COC(=O)C(O)c1ccccc1-c1ccc2[nH]c(COc3ccc(C(F)(F)F)cc3)nc2c1. Reactants: ClCCOC(=O)C=1C(C(=C(NC1C)C)C(=O)OC)C1=CC(=CC=C1)[N+](=O)[O-] (2,6-dimethyl-4-(3-nitrophenyl)-1,4-dihydropyridine-3,5-dicarboxylic acid methyl ester 2-chloroethyl ester), C1(=CC=CS1)C(=O)C1CCNCC1 (4-(2-thenoyl)-piperidine), N12CCCCCC2=NCCC1 (1,8-diazabicyclo[5.4.0]undec-7-ene). Run in C(C)(=O)OCC (ethyl acetate). Reaction conditions: time 1 hour. The product is Cl.C1(=CC=CS1)C(=O)C1CCN(CC1)CCOC(=O)C=1C(C(=C(NC1C)C)C(=O)OC)C1=CC(=CC=C1)[N+](=O)[O-] (2,6-dimethyl-4-(3-nitrophenyl)-1,4-dihydropyridine-3,5-dicarboxylic acid methyl ester 2-[4-(2-thenoyl)-piperidino]-ethyl ester hydrochloride). As a reaction SMILES: [Cl:1][CH2:2][CH2:3][O:4][C:5]([C:7]1[CH:8]([C:19]2[CH:24]=[CH:23][CH:22]=[C:21]([N+:25]([O-:27])=[O:26])[CH:20]=2)[C:9]([C:15]([O:17][CH3:18])=[O:16])=[C:10]([CH3:14])[NH:11][C:12]=1[CH3:13])=[O:6].[C:28]1([C:33]([CH:35]2[CH2:40][CH2:39][NH:38][CH2:37][CH2:36]2)=[O:34])[S:32][CH:31]=[CH:30][CH:29]=1.N12CCCN=C1CCCCC2>C(OCC)(=O)C>[ClH:1].[C:28]1([C:33]([CH:35]2[CH2:36][CH2:37][N:38]([CH2:2][CH2:3][O:4][C:5]([C:7]3[CH:8]([C:19]4[CH:24]=[CH:23][CH:22]=[C:21]([N+:25]([O-:27])=[O:26])[CH:20]=4)[C:9]([C:15]([O:17][CH3:18])=[O:16])=[C:10]([CH3:14])[NH:11][C:12]=3[CH3:13])=[O:6])[CH2:39][CH2:40]2)=[O:34])[S:32][CH:31]=[CH:30][CH:29]=1 |f:4.5|. Procedure: A mixture of 11 g of 2,6-dimethyl-4-(3-nitrophenyl)-1,4-dihydropyridine-3,5-dicarboxylic acid methyl ester 2-chloroethyl ester, 6.4 g of 4-(2-thenoyl)-piperidine and 8.8 ml of 1,8-diazabicyclo[5.4.0]undec-7-ene is stirred under argon for 1 hour in a bath at 150°. After cooling, the melt is dissolved in 100 ml of ethyl acetate and the solution is washed three times with 1N hydrochloric acid. The aqueous-acidic solution is adjusted to pH 9-10 with 50% potassium carbonate solution and extracted wit... Procedure: After the method of Preparation 3, 4.13 g (15.51 mmol) of 4-[4-(3-hydroxypropyl)phenoxy]butanoic acid, ethyl ester is saponified with potassium carbonate to produce a solid. This is recrystallized from an ethyl acetate-hexane mixture giving 2.45 (66%) of 4-[4-(3-hydroxypropyl)phenoxy]butanoic acid as white crystals: m.p. 92°-94° C.; IR (KBr) 3420 (br.), 1710 cm-1 ; 1 H-NMR (CDCl3) is consistent with the desired product; MS (CI) m/e 239 (M+ +H). Analysis calculated. for C13H18O4 : C, 65.53; H, 7.... RXN SMILES: [OH:1][CH2:2][CH2:3][CH2:4][C:5]1[CH:19]=[CH:18][C:8]([O:9][CH2:10][CH2:11][CH2:12][C:13]([O:15]CC)=[O:14])=[CH:7][CH:6]=1.C(=O)([O-])[O-].[K+].[K+]>>[OH:1][CH2:2][CH2:3][CH2:4][C:5]1[CH:19]=[CH:18][C:8]([O:9][CH2:10][CH2:11][CH2:12][C:13]([OH:15])=[O:14])=[CH:7][CH:6]=1 |f:1.2.3|. The yield is 66.0%. Yields the product 2.45, OCCCC1=CC=C(OCCCC(=O)O)C=C1 (4-[4-(3-hydroxypropyl)phenoxy]butanoic acid). The reactants are OCCCC1=CC=C(OCCCC(=O)OCC)C=C1 (4-[4-(3-hydroxypropyl)phenoxy]butanoic acid, ethyl ester), C([O-])([O-])=O.[K+].[K+] (potassium carbonate). Reactants: ClC=1C=NN(C1)C1=CC(=C(C=C1)CBr)Cl (4-chloro-1-(4-bromomethyl-3-chlorophenyl)pyrazole), [C-]#N.[Na+] (sodium cyanide), O (water). The solvent is CS(=O)C (dimethylsulfoxide). Conditions: time 6.5 hour. Yields the product ClC1=C(C=CC(=C1)N1N=CC(=C1)Cl)CC#N (2-chloro-4-(4-chloropyrazol-1-yl)phenylacetonitrile). Yield: 99.5%. As a reaction SMILES: [Cl:1][C:2]1[CH:3]=[N:4][N:5]([C:7]2[CH:12]=[CH:11][C:10]([CH2:13]Br)=[C:9]([Cl:15])[CH:8]=2)[CH:6]=1.[C-:16]#[N:17].[Na+].O>CS(C)=O>[Cl:15][C:9]1[CH:8]=[C:7]([N:5]2[CH:6]=[C:2]([Cl:1])[CH:3]=[N:4]2)[CH:12]=[CH:11][C:10]=1[CH2:13][C:16]#[N:17] |f:1.2|. Reported procedure: 15 g of 4-chloro-1-(4-bromomethyl-3-chlorophenyl)pyrazole are added to 2.8 g of sodium cyanide in 67 ml of dimethylsulfoxide and stirred for 6.5 hours at room temperature. 300 ml of water are added dropwise and 12.3 g of 2-chloro-4-(4-chloropyrazol-1-yl)phenylacetonitrile are thus obtained. Chromatographing the latter with a mixture of cyclohexane/ethanol/ethyl acetate on silica gel, yields a product with a m.p. 139.5° to 140° C. (As by-product, 1,2-bis-[2-chloro-4-(4-chloropyrazol-1-yl)phenyl]p... The reactants are NC1=CC=C(C=C1)N1C=NC(=C1)C(=O)OCC (ethyl 1-(4-aminophenyl)-1H-imidazole-4-carboxylate), C(\C=C\C)(=O)NC(OC(C)C)=O (1-methylethyl (2E)-2-butenoylcarbamate), intermediate 85, C(\C=C\C)(=O)NC(OC(C)C)=O (1-methylethyl (2E)-2-butenoylcarbamate). The reagents and catalysts are O.O.O.O.O.O.[N+](=O)([O-])[O-].[Y+3].[N+](=O)([O-])[O-].[N+](=O)([O-])[O-] (yttrium nitrate hexahydrate). Solvent: C(C)#N (acetonitrile). Reaction conditions: temperature 60 celsius, time 48 hour. The product is CC(CC(=O)NC(=O)OC(C)C)NC1=CC=C(C=C1)N1C=NC(=C1)C(=O)OCC (ethyl 1-(4-{[1-methyl-3-({[(1-methylethyl)oxy]carbonyl}amino)-3-oxopropyl]amino}phenyl)-1H-imidazole-4-carboxylate). The yield is 31.0%. RXN SMILES: [NH2:1][C:2]1[CH:7]=[CH:6][C:5]([N:8]2[CH:12]=[C:11]([C:13]([O:15][CH2:16][CH3:17])=[O:14])[N:10]=[CH:9]2)=[CH:4][CH:3]=1.[C:18]([NH:23][C:24](=[O:29])[O:25][CH:26]([CH3:28])[CH3:27])(=[O:22])/[CH:19]=[CH:20]/[CH3:21]>C(#N)C.O.O.O.O.O.O.[N+]([O-])([O-])=O.[Y+3].[N+]([O-])([O-])=O.[N+]([O-])([O-])=O>[CH3:21][CH:20]([NH:1][C:2]1[CH:3]=[CH:4][C:5]([N:8]2[CH:12]=[C:11]([C:13]([O:15][CH2:16][CH3:17])=[O:14])[N:10]=[CH:9]2)=[CH:6][CH:7]=1)[CH2:19][C:18]([NH:23][C:24]([O:25][CH:26]([CH3:27])[CH3:28])=[O:29])=[O:22] |f:3.4.5.6.7.8.9.10.11.12|. Procedure: A mixture of ethyl 1-(4-aminophenyl)-1H-imidazole-4-carboxylate (for a preparation see intermediate 85) (9.4 g, 40.6 mmol), 1-methylethyl (2E)-2-butenoylcarbamate (for a preparation see intermediate 49) (6.96 g, 40.6 mmol), and yttrium nitrate hexahydrate (1.56 g, 4.06 mmol) in dry acetonitrile (200 mL) was stirred at 60° C. for 48 h then cooled to room temperature and concentrated in vacuo. The residue was suspended in AcOEt (250 mL) and the organic phase was washed with water (×2) then brine, ... Starting materials: O1C=NC(=C1)CN (oxazol-4-ylmethanamine), S1C=NC=C1CN (thiazol-5-ylmethanamine), FC1=CC=C(CN2C(N(CC2)C=2C=C(C(=O)O)C=CN2)=O)C=C1 (2-(3-(4-fluorobenzyl)-2-oxoimidazolidin-1-yl)isonicotinic acid). Yields the product FC1=CC=C(CN2C(N(CC2)C=2C=C(C(=O)NCC3=CN=CS3)C=CN2)=O)C=C1 (2-(3-(4-fluorobenzyl)-2-oxoimidazolidin-1-yl)-N-(thiazol-5-ylmethyl)isonicotinamide). Isolated yield 43.0%. As a reaction SMILES: O1C=C(CN)N=C1.[S:8]1[C:12]([CH2:13][NH2:14])=[CH:11][N:10]=[CH:9]1.[F:15][C:16]1[CH:37]=[CH:36][C:19]([CH2:20][N:21]2[CH2:25][CH2:24][N:23]([C:26]3[CH:27]=[C:28]([CH:32]=[CH:33][N:34]=3)[C:29](O)=[O:30])[C:22]2=[O:35])=[CH:18][CH:17]=1>>[F:15][C:16]1[CH:17]=[CH:18][C:19]([CH2:20][N:21]2[CH2:25][CH2:24][N:23]([C:26]3[CH:27]=[C:28]([CH:32]=[CH:33][N:34]=3)[C:29]([NH:14][CH2:13][C:12]3[S:8][CH:9]=[N:10][CH:11]=3)=[O:30])[C:22]2=[O:35])=[CH:36][CH:37]=1. Procedure details: Following the procedure as described in Example 14, making variations as required to replace oxazol-4-ylmethanamine with thiazol-5-ylmethanamine to react with 2-(3-(4-fluorobenzyl)-2-oxoimidazolidin-1-yl)isonicotinic acid, 2-(3-(4-fluorobenzyl)-2-oxoimidazolidin-1-yl)-N-(thiazol-5-ylmethyl)isonicotinamide was obtained as a colorless solid in 43% yield: mp 148-150° C.; 1H NMR (300 MHz, DMSO-d6) δ 9.39 (t, J=5.7 Hz, 1H), 9.02 (s, 1H), 8.65 (s, 1H), 8.36 (d, J=5.1 Hz, 1H), 7.80 (s, 1H), 7.35-7.29 (... Starting materials: CSC1=CC=C(C#N)C=C1 (4-methylthiobenzonitrile), C(C)(C)(C)C1=CC=C(N)C=C1 (4-tert-butylaniline). Yields the product C(C)(C)(C)C1=CC=C(C=C1)NC(=N)C1=CC=C(C=C1)SC (N-(4-tert-Butylphenyl)-4-(methylthio)benzenecarboximidamide). Yield: 62.1%. RXN SMILES: [CH3:1][S:2][C:3]1[CH:10]=[CH:9][C:6]([C:7]#[N:8])=[CH:5][CH:4]=1.[C:11]([C:15]1[CH:21]=[CH:20][C:18]([NH2:19])=[CH:17][CH:16]=1)([CH3:14])([CH3:13])[CH3:12]>>[C:11]([C:15]1[CH:16]=[CH:17][C:18]([NH:19][C:7]([C:6]2[CH:9]=[CH:10][C:3]([S:2][CH3:1])=[CH:4][CH:5]=2)=[NH:8])=[CH:20][CH:21]=1)([CH3:14])([CH3:12])[CH3:13]. Reported procedure: The title compound was prepared from 4-methylthiobenzonitrile (1 g, 6.7 mmol) and 4-tert-butylaniline (1 g, 6.7 mmol) by following the procedure described in preparation 10 (1.24 g, yield 62.13%, purity 98.67% by HPLC). 1H-NMR (CDCl3):δ 1.32 (s, 9H), 2.51 (s, 3H), 4.81 (bs, 2H, D2O exchangeable), 6.90-6.92 (d, 2H), 7.26-7.29 (m, 2H), 7.35-7.37 (m, 2H), 7.78-7.8 (d, 2H). MS m/z:299.4 (M+).